Task: describe an organic reaction: reactants, conditions, products, and yield. Dataset: the Open Reaction Database (ORD), a public repository of structured organic reaction records The reactants are NC(CCCCC(=O)OC)C1=C(C=CC=C1OC)OC (methyl 6-amino-6-(2,6-dimethoxyphenyl)hexanoate), O(C1=CC=CC=C1)C1=CC=C(C=O)C=C1 (4-phenoxybenzaldehyde). Product: COC1=C(C(=CC=C1)OC)C1CCCCC(N1CC1=CC=C(C=C1)OC1=CC=CC=C1)=O (7-(2,6-dimethoxyphenyl)-1-(4-phenoxybenzyl)azepan-2-one). As a reaction SMILES: [NH2:1][CH:2]([C:11]1[C:16]([O:17][CH3:18])=[CH:15][CH:14]=[CH:13][C:12]=1[O:19][CH3:20])[CH2:3][CH2:4][CH2:5][CH2:6][C:7]([O:9]C)=O.[O:21]([C:28]1[CH:35]=[CH:34][C:31]([CH:32]=O)=[CH:30][CH:29]=1)[C:22]1[CH:27]=[CH:26][CH:25]=[CH:24][CH:23]=1>>[CH3:20][O:19][C:12]1[CH:13]=[CH:14][CH:15]=[C:16]([O:17][CH3:18])[C:11]=1[CH:2]1[N:1]([CH2:32][C:31]2[CH:34]=[CH:35][C:28]([O:21][C:22]3[CH:23]=[CH:24][CH:25]=[CH:26][CH:27]=3)=[CH:29][CH:30]=2)[C:7](=[O:9])[CH2:6][CH2:5][CH2:4][CH2:3]1. Procedure: Prepared according to the described general procedure 1 (GP1) by reaction of methyl 6-amino-6-(2,6-dimethoxyphenyl)hexanoate with commercially available 4-phenoxybenzaldehyde. Subsequent purification by preparative HPLC afforded the target compound. LC-MS (conditions A): tR=1.00 min.; [M+H]+: 432.27 g/mol. Reactants: COC([C@H](CC1=C(C=C(C=C1)OCC=1N=C(SC1)C1=CC=C(C=C1)C(F)(F)F)C)OCC)=O ((2S)-2-ethoxy-3-{2-methyl-4-[2-(4-trifluoromethyl-phenyl)-thiazol-4-ylmethoxy]-phenyl}-propionic acid methyl ester), [Li+].[OH-] (LiOH). Product: C(C)O[C@H](C(=O)O)CC1=C(C=C(C=C1)OCC=1N=C(SC1)C1=CC=C(C=C1)C(F)(F)F)C ((2S)-2-ethoxy-3-{2-methyl-4-[2-(4-trifluoromethyl-phenyl)-thiazol-4-ylmethoxy]-phenyl}-propionic acid). As a reaction SMILES: C[O:2][C:3](=[O:33])[C@@H:4]([O:30][CH2:31][CH3:32])[CH2:5][C:6]1[CH:11]=[CH:10][C:9]([O:12][CH2:13][C:14]2[N:15]=[C:16]([C:19]3[CH:24]=[CH:23][C:22]([C:25]([F:28])([F:27])[F:26])=[CH:21][CH:20]=3)[S:17][CH:18]=2)=[CH:8][C:7]=1[CH3:29].[Li+].[OH-]>>[CH2:31]([O:30][C@@H:4]([CH2:5][C:6]1[CH:11]=[CH:10][C:9]([O:12][CH2:13][C:14]2[N:15]=[C:16]([C:19]3[CH:20]=[CH:21][C:22]([C:25]([F:26])([F:27])[F:28])=[CH:23][CH:24]=3)[S:17][CH:18]=2)=[CH:8][C:7]=1[CH3:29])[C:3]([OH:33])=[O:2])[CH3:32] |f:1.2|. Reported procedure: In analogy to the procedure described in example 10 d], (2S)-2-ethoxy-3-{2-methyl-4-[2-(4-trifluoromethyl-phenyl)-thiazol-4-ylmethoxy]-phenyl}-propionic acid methyl ester was treated with LiOH to obtain (2S)-2-ethoxy-3-{2-methyl-4-[2-(4-trifluoromethyl-phenyl)-thiazol-4-ylmethoxy]-phenyl}-propionic acid as colorless solid.